Dataset: the Open Reaction Database (ORD), a public repository of structured organic reaction records. Task: describe an organic reaction: reactants, conditions, products, and yield Reactants: FC=1C=C(C=CC1F)N1N=C(N=C1)C(=O)OCC (ethyl 1-(3,4-difluorophenyl)-1H-1,2,4-triazole-3-carboxylate), [OH-].[Na+] (NaOH). The solvent is CCO.O (EtOH H2O). Conditions: temperature 50 celsius. Yields the product FC=1C=C(C=CC1F)N1N=C(N=C1)C(=O)O (1-(3,4-difluorophenyl)-1H-1,2,4-triazole-3-carboxylic acid). Isolated yield 81.7%. Reaction SMILES: [F:1][C:2]1[CH:3]=[C:4]([N:9]2[CH:13]=[N:12][C:11]([C:14]([O:16]CC)=[O:15])=[N:10]2)[CH:5]=[CH:6][C:7]=1[F:8].[OH-].[Na+]>CCO.O>[F:1][C:2]1[CH:3]=[C:4]([N:9]2[CH:13]=[N:12][C:11]([C:14]([OH:16])=[O:15])=[N:10]2)[CH:5]=[CH:6][C:7]=1[F:8] |f:1.2,3.4|. Reported procedure: To a solution of ethyl 1-(3,4-difluorophenyl)-1H-1,2,4-triazole-3-carboxylate (0.30 g, 1.2 mmol, 1 eq) in 5 mL of EtOH/H2O (1.5:1) was added NaOH (0.095 g, 2.4 mmol, 2 eq). The reaction mixture was heated at 50° C. for 1 h then quenched with 0.20 mL of cone. HCl. The contents were filtered and washed with EtOAc then with MeOH and the MeOH filtrate was dried with Na2SO4 and concentrated in vacuo to afford 1-(3,4-difluorophenyl)-1H-1,2,4-triazole-3-carboxylic acid (0.22 g, 0.98 mmol, 84%). As a reaction SMILES: [Br:10][c:11]1[n:12][c:13]([Br:17])[cH:14][cH:15][cH:16]1.[CH3:18][N:19]([CH3:20])[CH:21]=[O:22].[H-:1].[Na+:2].[OH:3][c:4]1[cH:5][cH:6][cH:7][cH:8][cH:9]1>>[O:3]([c:4]1[cH:5][cH:6][cH:7][cH:8][cH:9]1)[c:13]1[n:12][c:11]([Br:10])[cH:16][cH:15][cH:14]1. The product is Brc1cccc(Oc2ccccc2)n1. Reactants: Brc1cccc(Br)n1, CN(C)C=O, [H-], [Na+], Oc1ccccc1. The reactants are FC(S(=O)(=O)OC1=CC=C2CCNC(C2=C1Cl)=O)(F)F (8-chloro-1-oxo-1,2,3,4-tetrahydroisoquinolin-7-yl trifluoromethanesulfonate), CN1N=CC=C1B1OC(C(O1)(C)C)(C)C (1-methyl-5-(4,4,5,5-tetramethyl-1,3,2-dioxaborolan-2-yl)-1H-pyrazole), C(=O)([O-])[O-].[Na+].[Na+] (Na2CO3). The reagents and catalysts are C1=CC=C(C=C1)P([C-]2C=CC=C2)C3=CC=CC=C3.C1=CC=C(C=C1)P([C-]2C=CC=C2)C3=CC=CC=C3.Cl[Pd]Cl.[Fe+2].C(Cl)Cl (PdCl2(dppf) DCM). Run in CN(C)C=O (DMF). Reaction conditions: temperature 80 celsius, time 2 day. Yields the product ClC=1C(=CC=C2CCNC(C12)=O)C1=CC=NN1C (8-chloro-7-(1-methyl-1H-pyrazol-5-yl)-3,4-dihydroisoquinolin-1(2H)-one). Yield: 20.2%. Reaction SMILES: FC(F)(F)S(O[C:7]1[C:16]([Cl:17])=[C:15]2[C:10]([CH2:11][CH2:12][NH:13][C:14]2=[O:18])=[CH:9][CH:8]=1)(=O)=O.[CH3:21][N:22]1[C:26](B2OC(C)(C)C(C)(C)O2)=[CH:25][CH:24]=[N:23]1.C([O-])([O-])=O.[Na+].[Na+]>CN(C=O)C.C1C=CC(P(C2C=CC=CC=2)[C-]2C=CC=C2)=CC=1.C1C=CC(P(C2C=CC=CC=2)[C-]2C=CC=C2)=CC=1.Cl[Pd]Cl.[Fe+2].C(Cl)Cl>[Cl:17][C:16]1[C:7]([C:26]2[N:22]([CH3:21])[N:23]=[CH:24][CH:25]=2)=[CH:8][CH:9]=[C:10]2[C:15]=1[C:14](=[O:18])[NH:13][CH2:12][CH2:11]2 |f:2.3.4,6.7.8.9.10|. Reported procedure: To a solution of 8-chloro-1-oxo-1,2,3,4-tetrahydroisoquinolin-7-yl trifluoromethanesulfonate (66a, 300 mg, 0.910 mmol) in DMF (5 mL) was added 1-methyl-5-(4,4,5,5-tetramethyl-1,3,2-dioxaborolan-2-yl)-1H-pyrazole (205 mg, 0.956 mmol), PdCl2(dppf)-DCM (74.3 mg, 0.0910 mmol), and Na2CO3 (289 mg, 2.73 mmol). The reaction mixture was degassed with N2 and stirred in a sealed tube at 80° C. for 2 days. The reaction mixture was adjusted to pH 7 and purified by preparative chromatography to give 8-chloro... Product: C(=O)(O)C1=CC(=NC=C1)C(=O)[O-].[Zn+2].C(=O)(O)C1=CC(=NC=C1)C(=O)[O-] (zinc 4-carboxypicolinate). Reaction SMILES: [C:1]([C:4]1[CH:9]=[CH:8][N:7]=[C:6]([C:10]([OH:12])=[O:11])[CH:5]=1)([OH:3])=[O:2].C([O-])(=O)C.[Zn+2:17].C([O-])(=O)C>C(O)C.O>[C:1]([C:4]1[CH:9]=[CH:8][N:7]=[C:6]([C:10]([O-:12])=[O:11])[CH:5]=1)([OH:3])=[O:2].[Zn+2:17].[C:1]([C:4]1[CH:9]=[CH:8][N:7]=[C:6]([C:10]([O-:12])=[O:11])[CH:5]=1)([OH:3])=[O:2] |f:1.2.3,6.7.8|. Solvent: C(C)O (ethanol), O (water). The reactants are C(C)(=O)[O-].[Zn+2].C(C)(=O)[O-] (zinc acetate), C(=O)(O)C1=CC(=NC=C1)C(=O)O (4-carboxypicolinic acid), dihydrate. Isolated yield 108.1%. Conditions: time 15 minute. Procedure details: To a solution of 3.34 g (0.02 mol) of 4-carboxypicolinic acid dissolved in 150 ml of ethanol under heating was dropwise added a solution of 2.20 g (0.01 mol) of zinc acetate.dihydrate in 10 ml of water under stirring. After the dropwise addition, the mixture was stirred at the same temperature for 15 minutes. The solid obtained after leaving the mixture to stand for 2 days was collected by filtration, and recrystallized from water to obtain 4.30 g of crystals (yield 99.3%). Starting materials: FC1=C(C(=O)Cl)C=CC(=C1OC)F (2,4-difluoro-3-methoxybenzoyl chloride), C(CCC)[Li] (n-butyllithium), C(CCC)[Li] (n-Butyllithium), C(CC(=O)O)(=O)OCC (ethyl hydrogen malonate), N1=C(C=CC=C1)C1=NC=CC=C1 (2,2′-bipyridyl), C(CCC)[Li] (n-butyllithium). Run in O1CCCC1 (tetrahydrofuran), C(C)(=O)OCC (ethyl acetate), O1CCCC1 (tetrahydrofuran). Yields the product O\C(=C/C(=O)OCC)\C1=C(C(=C(C=C1)F)OC)F ((Z)-ethyl 3-hydroxy-3-(2,4-difluoro-3-methoxyphenyl)acrylate), crude product. As a reaction SMILES: C([Li])CCC.[C:6]([O:12][CH2:13][CH3:14])(=[O:11])[CH2:7][C:8]([OH:10])=O.N1C=CC=CC=1C1C=CC=CN=1.[F:27][C:28]1[C:36]([O:37][CH3:38])=[C:35]([F:39])[CH:34]=[CH:33][C:29]=1C(Cl)=O>O1CCCC1.C(OCC)(=O)C>[OH:10]/[C:8](/[C:34]1[CH:33]=[CH:29][C:28]([F:27])=[C:36]([O:37][CH3:38])[C:35]=1[F:39])=[CH:7]\[C:6]([O:12][CH2:13][CH3:14])=[O:11]. Procedure: Compound I is prepared using the general method of Wierenga and Skulnick (Wierenga, W.; Skulnick, H. I. J. Org. Chem. 1979, 44, 310-311). n-Butyllithium (1.6 M in hexanes) is added to a cooled (−78° C.) solution of tetrahydrofuran (50 mL) containing ethyl hydrogen malonate (2.6 mL, 22 mmol) and 2,2′-bipyridyl (˜1 mg as indicator). The temperature of the reaction mixture is allowed to rise to ca. −5° C. during the addition of n-butyllithium. Sufficient n-butyllithium (30 mL, 48 mmol) is added unt... Reactants: O=C([O-])[O-], Cc1cc(C(F)(F)F)ccc1N, Cn1ccc2c(Cl)ncc(C(=O)N3CCOCC3)c21, ClCCl, [Cs+], [Cs+], O=C(C=Cc1ccccc1)C=Cc1ccccc1, O=C(C=Cc1ccccc1)C=Cc1ccccc1, C1COCCO1, O=C(C=Cc1ccccc1)C=Cc1ccccc1, [Pd], [Pd], CC1(C)c2cccc(P(c3ccccc3)c3ccccc3)c2Oc2c(P(c3ccccc3)c3ccccc3)cccc21. Product: Cc1cc(C(F)(F)F)ccc1Nc1ncc(C(=O)N2CCOCC2)c2c1ccn2C. As a reaction SMILES: [C:32](=[O:33])([O-:34])[O-:35].[CH3:20][c:21]1[c:22]([NH2:23])[cH:24][cH:25][c:26]([C:28]([F:29])([F:30])[F:31])[cH:27]1.[Cl:1][c:2]1[n:3][cH:4][c:5]([C:12](=[O:13])[N:14]2[CH2:15][CH2:16][O:17][CH2:18][CH2:19]2)[c:6]2[c:7]1[cH:8][cH:9][n:10]2[CH3:11].[Cl:86][CH2:87][Cl:88].[Cs+:36].[Cs+:37].[O:109]=[C:110]([CH:111]=[CH:112][c:113]1[cH:114][cH:115][cH:116][cH:117][cH:118]1)[CH:119]=[CH:120][c:121]1[cH:122][cH:123][cH:124][cH:125][cH:126]1.[O:127]=[C:128]([CH:129]=[CH:130][c:131]1[cH:132][cH:133][cH:134][cH:135][cH:136]1)[CH:137]=[CH:138][c:139]1[cH:140][cH:141][cH:142][cH:143][cH:144]1.[O:80]1[CH2:81][CH2:82][O:83][CH2:84][CH2:85]1.[O:91]=[C:92]([CH:93]=[CH:94][c:95]1[cH:96][cH:97][cH:98][cH:99][cH:100]1)[CH:101]=[CH:102][c:103]1[cH:104][cH:105][cH:106][cH:107][cH:108]1.[Pd:89].[Pd:90].[c:38]1([P:39]([c:40]2[cH:41][cH:42][cH:43][cH:44][cH:45]2)[c:46]2[c:47]3[c:71]([cH:72][cH:73][cH:74]2)[C:68]([CH3:69])([CH3:70])[c:50]2[c:49]([c:54]([P:55]([c:56]4[cH:57][cH:58][cH:59][cH:60][cH:61]4)[c:62]4[cH:63][cH:64][cH:65][cH:66][cH:67]4)[cH:53][cH:52][cH:51]2)[O:48]3)[cH:75][cH:76][cH:77][cH:78][cH:79]1>>[c:2]1([NH:23][c:22]2[c:21]([CH3:20])[cH:27][c:26]([C:28]([F:29])([F:30])[F:31])[cH:25][cH:24]2)[n:3][cH:4][c:5]([C:12](=[O:13])[N:14]2[CH2:15][CH2:16][O:17][CH2:18][CH2:19]2)[c:6]2[c:7]1[cH:8][cH:9][n:10]2[CH3:11].